describe an organic reaction: reactants, conditions, products, and yield From a dataset of the Open Reaction Database (ORD), a public repository of structured organic reaction records. Reactants: BrC1=C(C=C(C(=O)O)C=C1)F (4-Bromo-3-fluorobenzoic acid), CN(C)C=O (DMF). Reagents/catalysts: [C-]#N.[C-]#N.[Zn+2] (Zn(CN)2), C=1C=CC(=CC1)[P](C=2C=CC=CC2)(C=3C=CC=CC3)[Pd]([P](C=4C=CC=CC4)(C=5C=CC=CC5)C=6C=CC=CC6)([P](C=7C=CC=CC7)(C=8C=CC=CC8)C=9C=CC=CC9)[P](C=1C=CC=CC1)(C=1C=CC=CC1)C=1C=CC=CC1 (Pd(PPh3)4). Reaction conditions: temperature 90 celsius. Product: C(#N)C1=C(C=C(C(=O)O)C=C1)F (4-Cyano-3-fluorobenzoic acid). RXN SMILES: Br[C:2]1[CH:10]=[CH:9][C:5]([C:6]([OH:8])=[O:7])=[CH:4][C:3]=1[F:11].[CH3:12][N:13](C=O)C>[C-]#N.[C-]#N.[Zn+2].C1C=CC([P]([Pd]([P](C2C=CC=CC=2)(C2C=CC=CC=2)C2C=CC=CC=2)([P](C2C=CC=CC=2)(C2C=CC=CC=2)C2C=CC=CC=2)[P](C2C=CC=CC=2)(C2C=CC=CC=2)C2C=CC=CC=2)(C2C=CC=CC=2)C2C=CC=CC=2)=CC=1>[C:12]([C:2]1[CH:10]=[CH:9][C:5]([C:6]([OH:8])=[O:7])=[CH:4][C:3]=1[F:11])#[N:13] |f:2.3.4,^1:25,27,46,65|. Procedure details: 4-Bromo-3-fluorobenzoic acid (7.5 g, 0.034 mol), Zn(CN)2 (4.0 g, 0.034 mol) and Pd(PPh3)4 (3.95 g, 0.0034 mol) were added together with 60 mL of DMF (degassed). The mixture was heated at 90° C. under N2 for 3 h. It was cooled to room temperature and filtered to remove insoluble inorganic salts (discarded). The filtrate was diluted with water and extracted with EtOAc. The EtOAc mixture was washed with water, brine, dried over MgSO4, and concentrated to yield 4.5 g of the desired product with 90% ... Reactants: (+)-1,2-bis((2S,5S)-2,5-Diethylphospholano)benzene (cyclooctadiene) rhodium(I)trifluoromethanesulfonate, COC(C(=CC1=CC2=C(O[C@H](CO2)C2=CC(=CC=C2)OCC2=CC(=C(C=C2)Cl)Cl)C=C1)NC(=O)OC(C)(C)C)=O (2-tert-butoxycarbonylamino-3-{(S)-2-[3-(3,4-dichloro-benzyloxy)-phenyl]-2,3-dihydro-benzo[1,4]-dioxin-6-yl}-acrylic acid methyl ester). Solvent: C(Cl)Cl (DCM), CCOC(=O)C (EtOAc). Run at time 1 hour. The product is COC([C@H](CC1=CC2=C(O[C@H](CO2)C2=CC(=CC=C2)OCC2=CC(=C(C=C2)Cl)Cl)C=C1)NC(=O)OC(C)(C)C)=O ((S)-2-tert-Butoxycarbonylamino-3-{(S)-2-[3-(3,4-dichloro-benzyloxy)-phenyl]-2,3-dihydro-benzo[1,4]dioxin-6-yl}-propionic acid methyl ester). The yield is 94.1%. As a reaction SMILES: [CH3:1][O:2][C:3](=[O:40])[C:4]([NH:32][C:33]([O:35][C:36]([CH3:39])([CH3:38])[CH3:37])=[O:34])=[CH:5][C:6]1[CH:31]=[CH:30][C:9]2[O:10][C@@H:11]([C:14]3[CH:19]=[CH:18][CH:17]=[C:16]([O:20][CH2:21][C:22]4[CH:27]=[CH:26][C:25]([Cl:28])=[C:24]([Cl:29])[CH:23]=4)[CH:15]=3)[CH2:12][O:13][C:8]=2[CH:7]=1>C(Cl)Cl.CCOC(C)=O>[CH3:1][O:2][C:3](=[O:40])[C@@H:4]([NH:32][C:33]([O:35][C:36]([CH3:38])([CH3:37])[CH3:39])=[O:34])[CH2:5][C:6]1[CH:31]=[CH:30][C:9]2[O:10][C@@H:11]([C:14]3[CH:19]=[CH:18][CH:17]=[C:16]([O:20][CH2:21][C:22]4[CH:27]=[CH:26][C:25]([Cl:28])=[C:24]([Cl:29])[CH:23]=4)[CH:15]=3)[CH2:12][O:13][C:8]=2[CH:7]=1. Procedure details: (+)-1,2-bis((2S,5S)-2,5-Diethylphospholano)benzene (cyclooctadiene) rhodium(I)trifluoromethanesulfonate (0.22 g) was dissolved in 2 mL of DCM and added to a solution of 2-tert-butoxycarbonylamino-3-{(S)-2-[3-(3,4-dichloro-benzyloxy)-phenyl]-2,3-dihydro-benzo[1,4]-dioxin-6-yl}-acrylic acid methyl ester (1.8 g) in 20 mL EtOAc. The mixture was then degassed and flushed with hydrogen and stirred under hydrogen atmosphere (balloon) for 1 hour. The solvent was then evaporated and the residue was purif... Reactants: CNC (dimethylamine), O1C(=NC2=C1C=CC=C2)C2=CC1=C(N(C(=N1)CO)C1CCOCC1)C=C2 (5-(benzoxazol-2-yl)-2-hydroxymethyl-1-(tetrahydropyran-4-yl)benzimidazole), C(C(=O)Cl)(=O)Cl (oxalyl chloride), [I-].[Na+] (sodium iodide). The reagents and catalysts are CN(C=O)C (N,N-dimethylformamide). Solvent: ClCCl (dichloromethane), O1CCCC1 (tetrahydrofuran), O1CCCC1 (tetrahydrofuran). Yields the product O1C(=NC2=C1C=CC=C2)C2=CC1=C(N(C(=N1)CN(C)C)C1CCOCC1)C=C2 (5-(benzoxazol-2-yl)-2-(N,N-dimethylaminomethyl)-1-(tetrahydropyran-4-yl)benzimidazole). The yield is 43.0%. RXN SMILES: [O:1]1[C:5]2[CH:6]=[CH:7][CH:8]=[CH:9][C:4]=2[N:3]=[C:2]1[C:10]1[CH:26]=[CH:25][C:13]2[N:14]([CH:19]3[CH2:24][CH2:23][O:22][CH2:21][CH2:20]3)[C:15]([CH2:17]O)=[N:16][C:12]=2[CH:11]=1.C(Cl)(=O)C(Cl)=O.[I-].[Na+].[CH3:35][NH:36][CH3:37]>CN(C)C=O.O1CCCC1.ClCCl>[O:1]1[C:5]2[CH:6]=[CH:7][CH:8]=[CH:9][C:4]=2[N:3]=[C:2]1[C:10]1[CH:26]=[CH:25][C:13]2[N:14]([CH:19]3[CH2:20][CH2:21][O:22][CH2:23][CH2:24]3)[C:15]([CH2:17][N:36]([CH3:37])[CH3:35])=[N:16][C:12]=2[CH:11]=1 |f:2.3|. Procedure details: An eggplant flask (50 mL) equipped with a reflux condenser was charged with 5-(benzoxazol-2-yl)-2-hydroxymethyl-1-(tetrahydropyran-4-yl)benzimidazole (see Working Example 13) (0.055 g, 0.16 mmol), oxalyl chloride (0.024 g, 0.19 mmol), and anhydrous dichloromethane (3 mL), and after the addition of anhydrous N,N-dimethylformamide (5 drops) at room temperature, this was refluxed for 3.5 hours. After cooling to room temperature, the solvent was distilled off under reduced pressure. To the yellow re...